From a dataset of the Open Reaction Database (ORD), a public repository of structured organic reaction records. describe an organic reaction: reactants, conditions, products, and yield RXN SMILES: C[O-].[Na+].[H-].[Al+3].[Li+].[H-].[H-].[H-].[C:10]1([C:16]2[N:21]=[CH:20][C:19]([C:22]#[C:23][CH2:24][OH:25])=[CH:18][CH:17]=2)[CH:15]=[CH:14][CH:13]=[CH:12][CH:11]=1.C(OCC)(=O)C.[I:32][C:33]1[CH:38]=[CH:37][C:36](I)=[CH:35][CH:34]=1.O1C=CC=C1P(C1OC=CC=1)C1OC=CC=1>O1CCCC1.[Cl-].[Zn+2].[Cl-]>[I:32][C:33]1[CH:38]=[CH:37][C:36](/[C:22](/[C:19]2[CH:20]=[N:21][C:16]([C:10]3[CH:15]=[CH:14][CH:13]=[CH:12][CH:11]=3)=[CH:17][CH:18]=2)=[CH:23]\[CH2:24][OH:25])=[CH:35][CH:34]=1 |f:0.1,2.3.4.5.6.7,13.14.15|. The reagents and catalysts are [Cl-].[Zn+2].[Cl-] (zinc chloride). Procedure details: Sodium methoxide (2.5 mg, 0.045 mmol) was added to 1 M solution of lithium aluminum hydride in tetrahydrofuran (1.43 mL, 1.43 mmol). The mixture was cooled to 0° C. and a solution of 3-(6-phenylpyridin-3-yl)prop-2-yn-1-ol (300 mg, 1.43 mmol) in tetrahydrofuran (6 mL) was slowly added. The reaction mixture was stirred at 0° C. for 2 h and then at ambient temperature for 2 h. The reaction mixture was cooled to 0° C. again, ethyl acetate (0.24 mL, 2.4 mmol) was added and the mixture was stirred for... Solvent: O1CCCC1 (tetrahydrofuran), O1CCCC1 (tetrahydrofuran). Product: IC1=CC=C(C=C1)\C(=C/CO)\C=1C=NC(=CC1)C1=CC=CC=C1 ((E)-3-(4-iodophenyl)-3-(6-phenylpyridin-3-yl)prop-2-en-1-ol). Reactants: C1(=CC=CC=C1)C1=CC=C(C=N1)C#CCO (3-(6-phenylpyridin-3-yl)prop-2-yn-1-ol), C[O-].[Na+] (Sodium methoxide), solution, [H-].[Al+3].[Li+].[H-].[H-].[H-] (lithium aluminum hydride), C(C)(=O)OCC (ethyl acetate), IC1=CC=C(C=C1)I (1,4-Diiodobenzene), O1C(=CC=C1)P(C=1OC=CC1)C=1OC=CC1 (tri-(2-furyl)phosphine). Conditions: temperature 0 celsius, time 2 hour.